From a dataset of the Open Reaction Database (ORD), a public repository of structured organic reaction records. describe an organic reaction: reactants, conditions, products, and yield The reactants are C(#N)C1=CC=C(C=C1)O (4-cyanophenol), ClC=1C(=CC2=C(C=C(C(O2)C(F)(F)F)C(=O)OCC)C1)F (ethyl 6-chloro-7-fluoro-2-(trifluoromethyl)-2H-1-benzopyran-3-carboxylate). Yields the product ClC=1C(=CC2=C(C=C(C(O2)C(F)(F)F)C(=O)O)C1)OC1=CC=C(C=C1)C#N (6-Chloro-7-(4-cyanophenoxy)-2-(trifluoromethyl)-2H-1-benzopyran-3-carboxylic Acid). RXN SMILES: [C:1]([C:3]1[CH:8]=[CH:7][C:6]([OH:9])=[CH:5][CH:4]=1)#[N:2].[Cl:10][C:11]1[C:12](F)=[CH:13][C:14]2[O:19][CH:18]([C:20]([F:23])([F:22])[F:21])[C:17]([C:24]([O:26]CC)=[O:25])=[CH:16][C:15]=2[CH:29]=1>>[Cl:10][C:11]1[C:12]([O:9][C:6]2[CH:7]=[CH:8][C:3]([C:1]#[N:2])=[CH:4][CH:5]=2)=[CH:13][C:14]2[O:19][CH:18]([C:20]([F:22])([F:21])[F:23])[C:17]([C:24]([OH:26])=[O:25])=[CH:16][C:15]=2[CH:29]=1. Procedure: The title compound was prepared from 4-cyanophenol and ethyl 6-chloro-7-fluoro-2-(trifluoromethyl)-2H-1-benzopyran-3-carboxylate (Example 183, Step 2) via a procedure similar to that described in Example 183, Steps 3 and 4: mp 212.5-215.7° C. 1H NMR (acetone-d6/300 MHz) 7.96 (s, 1H), 7.90 (d, 2H, J=8.9 Hz), 7.81 (s, 1H), 7.27 (d, 2H, J=8.9 Hz), 6.96 (s, 1H), 5.90 (q, 1H, J=7.0 Hz). 19F NMR (acetone-d6/282 MHz) −79.4 (d, J=7.2 Hz). FABLRMS m/z 396 (M+H). ESHRMS m/z 413.0544 (M+NH4, Calc'd 413.051... Starting materials: COc1cc2ncnc(Nc3ccc(Br)cc3F)c2cc1O, C=CCBr, CC(C)=O, [K+], [K+], O=C([O-])[O-]. Product: C=CCOc1cc2c(Nc3ccc(Br)cc3F)ncnc2cc1OC. As a reaction SMILES: [Br:1][c:2]1[cH:3][c:4]([F:22])[c:5]([NH:8][c:9]2[n:10][cH:11][n:12][c:13]3[cH:14][c:15]([O:20][CH3:21])[c:16]([OH:19])[cH:17][c:18]23)[cH:6][cH:7]1.[CH2:29]([CH:30]=[CH2:31])[Br:32].[CH3:33][C:34](=[O:35])[CH3:36].[K+:23].[K+:24].[O-:25][C:26]([O-:27])=[O:28]>>[Br:1][c:2]1[cH:3][c:4]([F:22])[c:5]([NH:8][c:9]2[n:10][cH:11][n:12][c:13]3[cH:14][c:15]([O:20][CH3:21])[c:16]([O:19][CH2:31][CH:30]=[CH2:29])[cH:17][c:18]23)[cH:6][cH:7]1. Starting materials: COC(=O)C1=CC=2CCCC(C2C=C1)N=[N+]=[N-] (5-azido-5,6,7,8-tetrahydro-naphthalene-2-carboxylic acid methyl ester). The solvent is C1CCOC1 (THF). Reaction conditions: time 8 hour. Yields the product NC1C=2C=CC(=CC2CCC1)CO ((5-amino-5,6,7,8-tetrahydro-naphthalen-2-yl)-methanol). RXN SMILES: C[O:2][C:3]([C:5]1[CH:14]=[CH:13][C:12]2[CH:11]([N:15]=[N+]=[N-])[CH2:10][CH2:9][CH2:8][C:7]=2[CH:6]=1)=O>C1COCC1>[NH2:15][CH:11]1[CH2:10][CH2:9][CH2:8][C:7]2[CH:6]=[C:5]([CH2:3][OH:2])[CH:14]=[CH:13][C:12]1=2. Procedure: A solution of 5-azido-5,6,7,8-tetrahydro-naphthalene-2-carboxylic acid methyl ester (35 g, 151 mmol, 1.0 eq) in THF (100 mL) was added dropwise in 30 min. The reaction was warmed to RT spontaneously and stirred at RT overnight. The reaction was quenched with THF and H2O mixture (30 mL, THF:H2O=2:1), followed by the sequential addition of 5 N NaOH (10 mL) and H2O (100 mL) while keeping the temperature of the reaction lower than 5° C. The reaction was stirred at RT for additional 5 h. The precipit... Reagents/catalysts: [Pd] (palladium). Product: FC(C=1C=C(C=C(C1)C(F)(F)F)[C@H](COC)O[C@H]1[C@@]2(C[C@H]([C@H](CC1)N2)C2=NNN(N2)C)C2=CC=CC=C2)(F)F ((1R*,2R*,5S*,6R*)-2-{(1R*)-1-[3,5-Bis(trifluoromethyl)phenyl]-2-methoxyethoxy}-6-(2-methyl-1H-tetrazol-5-yl)-1-phenyl-8-azabicyclo[3.2.1]octane), hydrochloride salt. As a reaction SMILES: C([N:8]1[C@@H:13]2[C@H:14]([C:16]3[NH:20][N:19]([CH3:21])[NH:18][N:17]=3)[CH2:15][C@@:9]1([C:41]1[CH:46]=[CH:45][CH:44]=[CH:43][CH:42]=1)[C@H:10]([O:22][C@H:23]([C:27]1[CH:32]=[C:31]([C:33]([F:36])([F:35])[F:34])[CH:30]=[C:29]([C:37]([F:40])([F:39])[F:38])[CH:28]=1)[CH2:24][O:25][CH3:26])[CH2:11][CH2:12]2)C1C=CC=CC=1>[Pd].C(O)(=O)C>[F:35][C:33]([F:34])([F:36])[C:31]1[CH:32]=[C:27]([C@@H:23]([O:22][C@@H:10]2[CH2:11][CH2:12][C@@H:13]3[NH:8][C@@:9]2([C:41]2[CH:46]=[CH:45][CH:44]=[CH:43][CH:42]=2)[CH2:15][C@H:14]3[C:16]2[NH:20][N:19]([CH3:21])[NH:18][N:17]=2)[CH2:24][O:25][CH3:26])[CH:28]=[C:29]([C:37]([F:38])([F:40])[F:39])[CH:30]=1. Procedure details: (1R*,2R*,5S*,6R*)-8-Benzyl-2-{(1R*)-1-[3,5-bis(trifluoromethyl)phenyl]-2-methoxyethoxy}-6-(2-methyl-1H-tetrazol-5-yl)-1-phenyl-8-azabicyclo[3.2.1]octane (Example 200; 0.03 g, 0.05 mmol), palladium, 5% on carbon (20 mg) and acetic acid (0.5 ml) were placed on the Parr™ apparatus for 2 hours. The mixture was filtered using a Whatman™ 0.2·m filter and concentrated in vacuo. The residue was taken into dichloromethane and washed with NaHCO3 and the phases separated using a bond elute cartridge. The o... The reactants are C(C1=CC=CC=C1)N1[C@@]2([C@@H](CC[C@H]1[C@@H](C2)C2=NNN(N2)C)O[C@@H](COC)C2=CC(=CC(=C2)C(F)(F)F)C(F)(F)F)C2=CC=CC=C2 ((1R*,2R*,5S*,6R*)-8-Benzyl-2-{(1R*)-1-[3,5-bis(trifluoromethyl)phenyl]-2-methoxyethoxy}-6-(2-methyl-1H-tetrazol-5-yl)-1-phenyl-8-azabicyclo[3.2.1]octane). The solvent is C(C)(=O)O (acetic acid). Starting materials: CC(C)(C)OC(=O)NCCON1C(=O)c2ccccc2C1=O, CNN, ClCCl. The product is CC(C)(C)OC(=O)NCCON. As a reaction SMILES: [C:1]([CH3:2])([CH3:3])([CH3:4])[O:5][C:6]([NH:7][CH2:8][CH2:9][O:10][N:11]1[C:12](=[O:13])[c:14]2[c:15]([cH:16][cH:17][cH:18][cH:19]2)[C:20]1=[O:21])=[O:22].[CH3:23][NH:24][NH2:25].[Cl:26][CH2:27][Cl:28]>>[C:1]([CH3:2])([CH3:3])([CH3:4])[O:5][C:6]([NH:7][CH2:8][CH2:9][O:10][NH2:11])=[O:22]. The reactants are FC1=C(C=CC(=C1)N1C(C=CC=C1)=O)NC(=O)N1C[C@H](C(C1)NC)CNC(=O)C=1SC(=CC1)Cl ((R)-3-{[(5-chloro-thiophene-2-carbonyl)-amino]-methyl}-4-methylamino-pyrrolidine-1-carboxylic acid[2-fluoro-4-(2-oxo-2H-pyridin-1-yl)-phenyl]-amide), CS(=O)(=O)Cl (methanesulfonylchloride). Conditions: time 3 hour. Solvent: CO (MeOH), CC#N (CH3CN), C(C)(C)N(C(C)C)CC (N,N-diisopropylethylamine). Reported procedure: To a solution of (R)-3-{[(5-chloro-thiophene-2-carbonyl)-amino]-methyl}-4-methylamino-pyrrolidine-1-carboxylic acid[2-fluoro-4-(2-oxo-2H-pyridin-1-yl)-phenyl]-amide (example 83; 26 mg) in 0.8 ml of CH3CN and 22 μl of N,N-diisopropylethylamine was added at 22° C. 6 μl of methanesulfonylchloride and stirring was continued for 3 h. The mixture was diluted with 0.5 ml of MeOH, evaporated and the residue was chromatographed on silica (AcOEt/MeOH, 15:1) to give (R)-3-{[(5-chloro-thiophene-2-carbonyl)-... Yields the product FC1=C(C=CC(=C1)N1C(C=CC=C1)=O)NC(=O)N1C[C@H](C(C1)N(C)S(=O)(=O)C)CNC(=O)C=1SC(=CC1)Cl ((R)-3-{[(5-chloro-thiophene-2-carbonyl)-amino]-methyl}-4-(methanesulfonyl-methyl-amino)-pyrrolidine-1-carboxylic acid[2-fluoro-4-(2-oxo-2H-pyridin-1-yl)-phenyl]-amide). RXN SMILES: [F:1][C:2]1[CH:7]=[C:6]([N:8]2[CH:13]=[CH:12][CH:11]=[CH:10][C:9]2=[O:14])[CH:5]=[CH:4][C:3]=1[NH:15][C:16]([N:18]1[CH2:22][CH:21]([NH:23][CH3:24])[C@H:20]([CH2:25][NH:26][C:27]([C:29]2[S:30][C:31]([Cl:34])=[CH:32][CH:33]=2)=[O:28])[CH2:19]1)=[O:17].[CH3:35][S:36](Cl)(=[O:38])=[O:37]>CC#N.C(N(CC)C(C)C)(C)C.CO>[F:1][C:2]1[CH:7]=[C:6]([N:8]2[CH:13]=[CH:12][CH:11]=[CH:10][C:9]2=[O:14])[CH:5]=[CH:4][C:3]=1[NH:15][C:16]([N:18]1[CH2:22][CH:21]([N:23]([S:36]([CH3:35])(=[O:38])=[O:37])[CH3:24])[C@H:20]([CH2:25][NH:26][C:27]([C:29]2[S:30][C:31]([Cl:34])=[CH:32][CH:33]=2)=[O:28])[CH2:19]1)=[O:17]. The reactants are NC1=NC=2C=C(C=NC2C2=C1N=C(N2CC(C)(O)C)CCOC)Br (1-[4-amino-7-bromo-2-(2-methoxyethyl)-1H-imidazo[4,5-c][1,5]naphthyridin-1-yl]-2-methylpropan-2-ol). The reagents and catalysts are [Pd] (Pd/C). Run in C(C)#N (acetonitrile), CO (methanol), C(Cl)(Cl)Cl.CO (chloroform methanol). Yields the product Br.NC1=NC=2C=CC=NC2C2=C1N=C(N2CC(C)(O)C)CCOC (1-[4-amino-2-(2-methoxyethyl)-1H-imidazo[4,5-c][1,5]naphthyridin-1-yl]-2-methylpropan-2-ol hydrobromide). The yield is 88.3%. RXN SMILES: [NH2:1][C:2]1[C:11]2[N:12]=[C:13]([CH2:20][CH2:21][O:22][CH3:23])[N:14]([CH2:15][C:16]([CH3:19])([OH:18])[CH3:17])[C:10]=2[C:9]2[N:8]=[CH:7][C:6]([Br:24])=[CH:5][C:4]=2[N:3]=1>C(#N)C.CO.C(Cl)(Cl)Cl.CO.[Pd]>[BrH:24].[NH2:1][C:2]1[C:11]2[N:12]=[C:13]([CH2:20][CH2:21][O:22][CH3:23])[N:14]([CH2:15][C:16]([CH3:17])([OH:18])[CH3:19])[C:10]=2[C:9]2[N:8]=[CH:7][CH:6]=[CH:5][C:4]=2[N:3]=1 |f:3.4,6.7|. Procedure: A Parr vessel was charged with 10% Pd/C (0.6 g) and a suspension of 1-[4-amino-7-bromo-2-(2-methoxyethyl)-1H-imidazo[4,5-c][1,5]naphthyridin-1-yl]-2-methylpropan-2-ol (4.0 g) in acetonitrile (150 mL) and methanol (50 mL). The vessel was placed under hydrogen pressure (50 psi, 3.4×105 Pa) for 3 hours. The reaction mixture was diluted with 1/1 chloroform/methanol (100 mL), filtered through a layer of CELITE filter aid, and concentrated under reduced pressure. The residue was triturated with aceton... Yields the product C(C)OC(C(C)(OC=1C=C2C(=C(NC2=CC1)C)C1=CC(=CC=C1)C)C)=O (2-Methyl-2-[2-methyl-3-(3-methyl-phenyl)-1H-indole-5-yloxy]-propanoic acid ethylester). The reactants are CC=1NC2=CC=C(C=C2C1C1=CC(=CC=C1)C)O (2-methyl-3-(3-methyl-phenyl)-1H-indole-5-ol), C(C)OC(C(C)(C)Br)=O (2-bromo-2-methyl-propanoic acid ethylester). As a reaction SMILES: [CH3:1][C:2]1[NH:3][C:4]2[C:9]([C:10]=1[C:11]1[CH:16]=[CH:15][CH:14]=[C:13]([CH3:17])[CH:12]=1)=[CH:8][C:7]([OH:18])=[CH:6][CH:5]=2.[CH2:19]([O:21][C:22](=[O:27])[C:23](Br)([CH3:25])[CH3:24])[CH3:20]>>[CH2:19]([O:21][C:22](=[O:27])[C:23]([CH3:25])([O:18][C:7]1[CH:8]=[C:9]2[C:4](=[CH:5][CH:6]=1)[NH:3][C:2]([CH3:1])=[C:10]2[C:11]1[CH:16]=[CH:15][CH:14]=[C:13]([CH3:17])[CH:12]=1)[CH3:24])[CH3:20]. Procedure details: The above compound was prepared from 2-methyl-3-(3-methyl-phenyl)-1H-indole-5-ol and 2-bromo-2-methyl-propanoic acid ethylester using a procedure analogous to that of Example 10. Reactants: Cl.CCOCC (HCl Ether), C(C)OCC (Diethyl ether), C(C)(C)(C)OC(N(C1=CN=CC(=N1)N1CCNCC1)CC1=C(C=CC(=C1)F)F)=O ((2,5-difluoro-benzyl)-(3,4,5,6-tetrahydro-2H-[1,2′]bipyrazinyl-6′-yl)-carbamic acid tert-butyl ester), Cl.CCOCC (HCl ether). Reagents/catalysts: Cl (HCl). Solvent: CO (methanol). Run at time 8 hour. Product: Cl.FC1=C(CNC2=CN=CC(=N2)N2CCNCC2)C=C(C=C1)F ((2,5-Difluoro-benzyl)-(3,4,5,6-tetrahydro-2H-[1,2′]bipyrazinyl-6′-yl)-amine hydrochloride salt). Yield: 78.0%. Reaction SMILES: C(OC(=O)[N:7]([CH2:20][C:21]1[CH:26]=[C:25]([F:27])[CH:24]=[CH:23][C:22]=1[F:28])[C:8]1[N:13]=[C:12]([N:14]2[CH2:19][CH2:18][NH:17][CH2:16][CH2:15]2)[CH:11]=[N:10][CH:9]=1)(C)(C)C.[ClH:30].CCOCC.C(OCC)C>CO.Cl>[ClH:30].[F:28][C:22]1[CH:23]=[CH:24][C:25]([F:27])=[CH:26][C:21]=1[CH2:20][NH:7][C:8]1[N:13]=[C:12]([N:14]2[CH2:15][CH2:16][NH:17][CH2:18][CH2:19]2)[CH:11]=[N:10][CH:9]=1 |f:1.2,6.7|. Procedure: The general procedure described in Example 4-A was followed using 2,5-difluoro-benzylamine as the amine in the preparation of the first intermediate and DMAP (1 equiv.) to give the BOC-protected compound. The protecting group was removed by dissolving (2,5-difluoro-benzyl)-(3,4,5,6-tetrahydro-2H-[1,2′]bipyrazinyl-6′-yl)-carbamic acid tert-butyl ester (99.6 mg, 0.24 mmol) in methanol (1 mL) and treating it with 1.0M HCl/Ether (3.68 mL, 3.68 mmol) and stirring the reaction mixture overnight at amb...